describe an organic reaction: reactants, conditions, products, and yield From a dataset of the Open Reaction Database (ORD), a public repository of structured organic reaction records. Reactants: BrC1=CC(=C(C=C1C=O)OC)OC (6-bromoveratraldehyde), SCCCC(=O)OCC (ethyl 4-mercaptobutyrate). The product is COC=1C=C(C(=CC1OC)C=O)SCCCC(=O)OCC (ethyl 4-(3,4-dimethoxy-6-formylphenylthio)butyrate). The yield is 27.0%. Reaction SMILES: Br[C:2]1[C:7]([CH:8]=[O:9])=[CH:6][C:5]([O:10][CH3:11])=[C:4]([O:12][CH3:13])[CH:3]=1.[SH:14][CH2:15][CH2:16][CH2:17][C:18]([O:20][CH2:21][CH3:22])=[O:19]>>[CH3:13][O:12][C:4]1[CH:3]=[C:2]([S:14][CH2:15][CH2:16][CH2:17][C:18]([O:20][CH2:21][CH3:22])=[O:19])[C:7]([CH:8]=[O:9])=[CH:6][C:5]=1[O:10][CH3:11]. Reported procedure: Ethyl 4-(3,4-dimethoxy-6-formylphenylthio)butyrate was synthesized from 6-bromoveratraldehyde and ethyl 4-mercaptobutyrate in the same manner as Example 2. After vacuum concentration of an extracted solution, the residue was crystallized from isopropyl ether to yield ethyl 4-(3,4-dimethoxy-6-formylphenylthio)butyrate (Yield 27%) as slightly yellow crystals. Starting materials: CC(=O)OCc1ccc(CCCCN(C)C)o1, CN(C)C=O, CC(C)(C)[O-], Cl, [K+], NCCS. The product is CN(C)CCCCc1ccc(CSCCN)o1. Reaction SMILES: [C:12]([O:13][CH2:16][c:17]1[o:18][c:19]([CH2:22][CH2:23][CH2:24][CH2:25][N:26]([CH3:27])[CH3:28])[cH:20][cH:21]1)(=[O:14])[CH3:15].[CH3:29][N:30]([CH3:31])[CH:32]=[O:33].[CH3:6][C:7]([CH3:8])([O-:9])[CH3:10].[ClH:1].[K+:11].[NH2:2][CH2:3][CH2:4][SH:5]>>[NH2:2][CH2:3][CH2:4][S:5][CH2:16][c:17]1[o:18][c:19]([CH2:22][CH2:23][CH2:24][CH2:25][N:26]([CH3:27])[CH3:28])[cH:20][cH:21]1. The reactants are [Si](C1=CC=CC=C1)(C1=CC=CC=C1)(C(C)(C)C)OCCN1C(N(CCC1)C1=C(C=C(C=C1)N1C(O[C@H](C1)CNC(=O)C=1SC(=CC1)Cl)=O)C(F)(F)F)=O (N-{[(5S)-3-{4-[3-(2-{[tert-Butyl(diphenyl)silyl]oxy}ethyl)-2-oxotetrahydropyrimidin-1(2H)-yl]-3-(trifluoromethyl)phenyl}-2-oxo-1,3-oxazolidin-5-yl]methyl}-5-chlorothiophene-2-carboxamide), solution, [F-].C(CCC)[N+](CCCC)(CCCC)CCCC (tetrabutylammonium fluoride). Run in C1CCOC1 (THF), C1CCOC1 (THF). Run at time 45 minute. Yields the product ClC1=CC=C(S1)C(=O)NC[C@H]1CN(C(O1)=O)C1=CC(=C(C=C1)N1C(N(CCC1)CCO)=O)C(F)(F)F (5-Chloro-N-{[(5S)-3-{4-[3-(2-hydroxyethyl)-2-oxotetrahydropyrimidin-1(2H)-yl]-3-(trifluoro-methyl)phenyl}-2-oxo-1,3-oxazolidin-5-yl]methyl}thiophene-2-carboxamide). RXN SMILES: [Si]([O:18][CH2:19][CH2:20][N:21]1[CH2:26][CH2:25][CH2:24][N:23]([C:27]2[CH:32]=[CH:31][C:30]([N:33]3[CH2:37][C@H:36]([CH2:38][NH:39][C:40]([C:42]4[S:43][C:44]([Cl:47])=[CH:45][CH:46]=4)=[O:41])[O:35][C:34]3=[O:48])=[CH:29][C:28]=2[C:49]([F:52])([F:51])[F:50])[C:22]1=[O:53])(C(C)(C)C)(C1C=CC=CC=1)C1C=CC=CC=1.[F-].C([N+](CCCC)(CCCC)CCCC)CCC>C1COCC1>[Cl:47][C:44]1[S:43][C:42]([C:40]([NH:39][CH2:38][C@@H:36]2[O:35][C:34](=[O:48])[N:33]([C:30]3[CH:31]=[CH:32][C:27]([N:23]4[CH2:24][CH2:25][CH2:26][N:21]([CH2:20][CH2:19][OH:18])[C:22]4=[O:53])=[C:28]([C:49]([F:51])([F:50])[F:52])[CH:29]=3)[CH2:37]2)=[O:41])=[CH:46][CH:45]=1 |f:1.2|. Procedure: A solution of 8.88 g (11.3 mmol) of the product from example 73A in 225 ml of THF is admixed with 6.95 g (26.6 mmol) of a 1 molar solution of tetrabutylammonium fluoride in THF. The mixture is stirred at RT for 45 min. Then it is freed of the solvent and the residue is purified by chromatography on silica gel (40:1→10:1 dichloromethane/methanol). This affords 5.24 g (80% of theory) of the desired product. Reactants: NC1=NN=NN1 (5-aminotetrazole), P(Cl)(Cl)Cl (phosphorus trichloride), [N+](=O)([O-])C1=C(C(C(=O)O)=CC=C1)O (3-nitrosalicylic acid). The solvent is C1=CC=CC=C1 (benzene), petroleum ether. Product: OC1=C(C(=O)NC2=NN=NN2)C=CC=C1[N+](=O)[O-] (2-hydroxy-3-nitro-N-(tetrazol-5-yl)benzamide). Yield: 22.9%. RXN SMILES: [NH2:1][C:2]1[NH:6][N:5]=[N:4][N:3]=1.P(Cl)(Cl)Cl.[N+:11]([C:14]1[CH:22]=[CH:21][CH:20]=[C:16]([C:17](O)=[O:18])[C:15]=1[OH:23])([O-:13])=[O:12]>C1C=CC=CC=1>[OH:23][C:15]1[C:14]([N+:11]([O-:13])=[O:12])=[CH:22][CH:21]=[CH:20][C:16]=1[C:17]([NH:1][C:2]1[NH:6][N:5]=[N:4][N:3]=1)=[O:18]. Procedure details: Anhydrous 5-aminotetrazole (15 g) and phosphorus trichloride (6 ml) were added to a suspension of 3-nitrosalicylic acid (16 g) in dry benzene (250 ml). The mixture was stirred and heated at reflux for 20 hours. The mixture was then cooled and diluted with petroleum ether (b.p. 60°-80° C.; 250 ml) and the resulting solid was filtered off. The solid was treated with dilute hydrochloric acid (200 ml; 2N) and the mixture was stirred for 30 minutes, and the solid was then filtered off and washed with...